Task: describe an organic reaction: reactants, conditions, products, and yield. Dataset: the Open Reaction Database (ORD), a public repository of structured organic reaction records The product is Cl.Cl.NC=1SC2=C(N1)C=CC(=C2)CCC=2N=C1N(C=CC(=C1)O)C2C (2-amino-6-[2-(7-hydroxy-3-methylimidazo[1,2-a]pyridin-2-yl)ethyl]benzothiazole dihydrochloride). As a reaction SMILES: [NH2:1][C:2]1[S:3][C:4]2[CH:10]=[C:9]([CH2:11][CH2:12][C:13]3[N:14]=[C:15]4[CH:20]=[C:19]([O:21]C)[CH:18]=[CH:17][N:16]4[C:23]=3[CH3:24])[CH:8]=[CH:7][C:5]=2[N:6]=1.B(Br)(Br)Br.[Cl:29]CCl>>[ClH:29].[ClH:29].[NH2:1][C:2]1[S:3][C:4]2[CH:10]=[C:9]([CH2:11][CH2:12][C:13]3[N:14]=[C:15]4[CH:20]=[C:19]([OH:21])[CH:18]=[CH:17][N:16]4[C:23]=3[CH3:24])[CH:8]=[CH:7][C:5]=2[N:6]=1 |f:3.4.5|. Conditions: time 20 hour. Procedure details: The mixture of 2-amino-6-[2-(7-methoxy-3-methylimidazo[1,2-a]pyridin-2-yl)ethyl]benzothiazole (2.3 g) and boron tribromide (6.4 ml) in dichloromethane (115 ml) was stirred for 20 hours at ambient temperature and the solvent was evaporated in vacuo. A mixture of obtained residue and water was adjusted to pH 7.5 with 20% potassium carbonate aqueous solution and resulting precipitate was collected by filtration and dried. The residue was purified by alumina column chromatography eluting with a solu... Reactants: NC=1SC2=C(N1)C=CC(=C2)CCC=2N=C1N(C=CC(=C1)OC)C2C (2-amino-6-[2-(7-methoxy-3-methylimidazo[1,2-a]pyridin-2-yl)ethyl]benzothiazole), B(Br)(Br)Br (boron tribromide), ClCCl (dichloromethane). Product: COc1ccc(Nc2nc(Cl)nc(NC3CC3)n2)cc1F. RXN SMILES: [CH3:26][C:27](=[O:28])[CH3:29].[CH3:30][C:31]#[N:32].[CH3:33][OH:34].[CH:19]1([NH2:22])[CH2:20][CH2:21]1.[Cl:1][c:2]1[n:3][c:4]([NH:9][c:10]2[cH:11][c:12]([F:18])[c:13]([O:16][CH3:17])[cH:14][cH:15]2)[n:5][c:6]([Cl:8])[n:7]1.[Na+:24].[OH-:23].[OH2:25]>>[c:2]1([NH:22][CH:19]2[CH2:20][CH2:21]2)[n:3][c:4]([NH:9][c:10]2[cH:11][c:12]([F:18])[c:13]([O:16][CH3:17])[cH:14][cH:15]2)[n:5][c:6]([Cl:8])[n:7]1. Starting materials: CC(C)=O, CC#N, CO, NC1CC1, COc1ccc(Nc2nc(Cl)nc(Cl)n2)cc1F, [Na+], [OH-], O. The reactants are B, C1CCOC1, CSC, N#CCC(O)c1cccs1. Product: NCCC(O)c1cccs1. Reaction SMILES: [BH3:14].[CH2:15]1[O:16][CH2:17][CH2:18][CH2:19]1.[CH3:11][S:12][CH3:13].[s:1]1[c:2]([CH:6]([CH2:7][C:8]#[N:9])[OH:10])[cH:3][cH:4][cH:5]1>>[s:1]1[c:2]([CH:6]([CH2:7][CH2:8][NH2:9])[OH:10])[cH:3][cH:4][cH:5]1. Starting materials: C1CCOC1, CCOC(C)=O, Cc1onc2c1c(=O)n(C1CCCC(N)C1)c1cccc(Cl)c21, [Na+], [OH-], O=C=Nc1ccccc1. Product: Cc1onc2c1c(=O)n(C1CCCC(NC(=O)Nc3ccccc3)C1)c1cccc(Cl)c21. RXN SMILES: [CH2:35]1[O:36][CH2:37][CH2:38][CH2:39]1.[CH3:40][CH2:41][O:42][C:43]([CH3:44])=[O:45].[Cl:1][c:2]1[c:3]2[c:4]3[c:5]([c:6](=[O:19])[n:7]([CH:12]4[CH2:13][CH:14]([NH2:18])[CH2:15][CH2:16][CH2:17]4)[c:8]2[cH:9][cH:10][cH:11]1)[c:20]([CH3:23])[o:21][n:22]3.[Na+:25].[OH-:24].[c:26]1([N:32]=[C:33]=[O:34])[cH:27][cH:28][cH:29][cH:30][cH:31]1>>[Cl:1][c:2]1[c:3]2[c:4]3[c:5]([c:6](=[O:19])[n:7]([CH:12]4[CH2:13][CH:14]([NH:18][C:33]([NH:32][c:26]5[cH:27][cH:28][cH:29][cH:30][cH:31]5)=[O:34])[CH2:15][CH2:16][CH2:17]4)[c:8]2[cH:9][cH:10][cH:11]1)[c:20]([CH3:23])[o:21][n:22]3. Starting materials: BrC1=C(C(=CC=C1)SC)Cl (1-bromo-2-chloro-3-(methylthio)benzene), I(=O)(=O)(=O)[O-].[Na+] (sodium periodate), C(Cl)(Cl)(Cl)Cl.C(C)#N.O (carbon tetrachloride acetonitrile water), C([O-])([O-])=O.[Na+].[Na+] (sodium carbonate). The reagents and catalysts are [Ru](Cl)(Cl)Cl (ruthenium trichloride). Product: BrC1=C(C(=CC=C1)S(=O)(=O)C)Cl (1-BROMO-2-CHLORO-3-(METHYLSULFONYL)-BENZENE). RXN SMILES: [Br:1][C:2]1[CH:7]=[CH:6][CH:5]=[C:4]([S:8][CH3:9])[C:3]=1[Cl:10].I([O-])(=O)(=O)=[O:12].[Na+].C(=O)([O-])[O-].[Na+].[Na+].C(Cl)(Cl)(Cl)Cl.C(#N)C.[OH2:31]>[Ru](Cl)(Cl)Cl>[Br:1][C:2]1[CH:7]=[CH:6][CH:5]=[C:4]([S:8]([CH3:9])(=[O:12])=[O:31])[C:3]=1[Cl:10] |f:1.2,3.4.5,6.7.8|. Reported procedure: To a mixture of 1-bromo-2-chloro-3-(methylthio)benzene (1.23 g, 5.2 mmol) and sodium periodate (3.3 g, 15.6 mmol) in carbon tetrachloride/acetonitrile/water (1:1:2, 30 ml) was added ruthenium trichloride (1 mg, 0.05 mol %). The resulting mixture was stirred at ambient temperature for 20 min after which aqueous sodium carbonate (10%, 50 ml) was added and the mixture was extracted with ethylacetate (3×100 ml). The combined organic phases was dried (MgSO4), filtered and evaporated to dryness to giv... Starting materials: [OH-].[Na+] (sodium hydroxide), O (water), C1N(CCN2C1C1=C(CC3=C2C=CC=C3)C=CC=C1)CCOCC(=O)OCC (ethyl 2-(1,2,3,4,10,14b-hexahydrodibenzo[c,f]pyrazino[1,2-a]azepin-2-yl)ethoxyacetate). The solvent is C(C)O (ethanol). Reaction conditions: time 1 hour. Yields the product C1N(CCN2C1C1=C(CC3=C2C=CC=C3)C=CC=C1)CCOCC(=O)O (2-(1,2,3,4,10,14b-Hexahydrodibenzo[c,f]pyrazino[1,2-a]azepin-2-yl)ethoxyacetic acid). As a reaction SMILES: [OH-].[Na+].O.[CH2:4]1[CH:9]2[C:10]3[CH:22]=[CH:21][CH:20]=[CH:19][C:11]=3[CH2:12][C:13]3[CH:18]=[CH:17][CH:16]=[CH:15][C:14]=3[N:8]2[CH2:7][CH2:6][N:5]1[CH2:23][CH2:24][O:25][CH2:26][C:27]([O:29]CC)=[O:28]>C(O)C>[CH2:4]1[CH:9]2[C:10]3[CH:22]=[CH:21][CH:20]=[CH:19][C:11]=3[CH2:12][C:13]3[CH:18]=[CH:17][CH:16]=[CH:15][C:14]=3[N:8]2[CH2:7][CH2:6][N:5]1[CH2:23][CH2:24][O:25][CH2:26][C:27]([OH:29])=[O:28] |f:0.1|. Reported procedure: 7 ml of a 10% w/v aqueous solution of sodium hydroxide and 10 ml of water were added to a solution of 3.2 g of ethyl 2-(1,2,3,4,10,14b-hexahydrodibenzo[c,f]pyrazino[1,2-a]azepin-2-yl)ethoxyacetate (prepared as described in Example 1) dissolved in 20 ml of ethanol. The mixture was then stirred at room temperature for 1 hour, after which it was concentrated to about one half of its original volume by distillation under reduced pressure. The pH of the concentrate was then adjusted to a value of 4.0... Starting materials: CCOC(C)=O, C1COCCO1, CCOC(C)=O, O=C(Nc1ccc(C(=O)O)cn1)C(=CC1CCC2(C1)OC(c1ccccc1)C(c1ccccc1)O2)c1ccc(S(=O)(=O)C2CC2)c(C2CC2)c1, Cl, Cl. The product is O=C1CCC(C=C(C(=O)Nc2ccc(C(=O)O)cn2)c2ccc(S(=O)(=O)C3CC3)c(C3CC3)c2)C1, Cl. As a reaction SMILES: [C:52]([O:53][CH2:54][CH3:55])(=[O:56])[CH3:57].[CH2:59]1[O:60][CH2:61][CH2:62][O:63][CH2:64]1.[CH3:65][CH2:66][O:67][C:68](=[O:69])[CH3:70].[CH:1]1([c:4]2[cH:5][c:6]([C:16]([C:17](=[O:18])[NH:19][c:20]3[n:21][cH:22][c:23]([C:24](=[O:25])[OH:26])[cH:27][cH:28]3)=[CH:29][CH:30]3[CH2:31][C:32]4([O:33][CH:42]([c:43]5[cH:44][cH:45][cH:46][cH:47][cH:48]5)[CH:35]([c:36]5[cH:37][cH:38][cH:39][cH:40][cH:41]5)[O:34]4)[CH2:49][CH2:50]3)[cH:7][cH:8][c:9]2[S:10](=[O:11])(=[O:12])[CH:13]2[CH2:14][CH2:15]2)[CH2:2][CH2:3]1.[ClH:51].[ClH:58]>>[CH:1]1([c:4]2[cH:5][c:6]([C:16]([C:17](=[O:18])[NH:19][c:20]3[n:21][cH:22][c:23]([C:24](=[O:25])[OH:26])[cH:27][cH:28]3)=[CH:29][CH:30]3[CH2:31][C:32](=[O:33])[CH2:49][CH2:50]3)[cH:7][cH:8][c:9]2[S:10](=[O:11])(=[O:12])[CH:13]2[CH2:14][CH2:15]2)[CH2:2][CH2:3]1.[ClH:51].